Dataset: the Open Reaction Database (ORD), a public repository of structured organic reaction records. Task: describe an organic reaction: reactants, conditions, products, and yield Reactants: ClC1=CC=C(C=O)C=C1 (4-chlorobenzaldehyde), NCCCN1C(=NC(=C1)C)C (1-(3-aminopropyl)-2,4-dimethylimidazole), [BH4-].[Na+] (sodium borohydride). The solvent is C(C)O (ethanol). Yields the product Cl.Cl.ClC1=CC=C(CNCCCN2C(=NC(=C2)C)C)C=C1 (N-(4-chlorobenzyl)-3-(2,4-dimethylimidazol-1-yl)propylamine dihydrochloride). As a reaction SMILES: [Cl:1][C:2]1[CH:9]=[CH:8][C:5]([CH:6]=O)=[CH:4][CH:3]=1.[NH2:10][CH2:11][CH2:12][CH2:13][N:14]1[CH:18]=[C:17]([CH3:19])[N:16]=[C:15]1[CH3:20].[BH4-].[Na+]>C(O)C>[ClH:1].[ClH:1].[Cl:1][C:2]1[CH:9]=[CH:8][C:5]([CH2:6][NH:10][CH2:11][CH2:12][CH2:13][N:14]2[CH:18]=[C:17]([CH3:19])[N:16]=[C:15]2[CH3:20])=[CH:4][CH:3]=1 |f:2.3,5.6.7|. Procedure details: In a similar manner to Example 35, a mixture of 4-chlorobenzaldehyde (3.8 g) and 1-(3-aminopropyl)-2,4-dimethylimidazole (4.1 g) in ethanol (70 ml) was stirred and then reduced with sodium borohydride (2.0 g). The hydrochloride salt was triturated with propan-2-ol, filtered and the residue washed with ether, then dried under vacuum at 45° C., to give N-(4-chlorobenzyl)-3-(2,4-dimethylimidazol-1-yl)propylamine dihydrochloride, m.p. 208°-210° C. Reaction SMILES: [C:26](=[O:27])([O-:28])[O-:29].[CH3:32][CH2:33][OH:34].[Cl:1][CH2:2][c:3]1[nH:4][c:5]2[c:6]([n:7]1)[cH:8][cH:9][cH:10][cH:11]2.[K+:30].[K+:31].[O:12]([c:13]1[cH:14][cH:15][cH:16][cH:17][cH:18]1)[CH2:19][CH:20]1[O:21][CH2:22][CH2:23][NH:24][CH2:25]1>>[CH2:2]([c:3]1[nH:4][c:5]2[c:6]([n:7]1)[cH:8][cH:9][cH:10][cH:11]2)[N:24]1[CH2:23][CH2:22][O:21][CH:20]([CH2:19][O:12][c:13]2[cH:14][cH:15][cH:16][cH:17][cH:18]2)[CH2:25]1. Reactants: O=C([O-])[O-], CCO, ClCc1nc2ccccc2[nH]1, [K+], [K+], c1ccc(OCC2CNCCO2)cc1. The product is c1ccc(OCC2CN(Cc3nc4ccccc4[nH]3)CCO2)cc1. Starting materials: C(=O)(C(F)(F)F)O (TFA), CC(C)(C)OC(=O)N1C(=CC=2C=NC=CC21)C=O (2-formyl-1H-pyrrolo[3,2-c]pyridine-1-carboxylic acid 1,1-dimethylethyl ester). Run in ClCCl (dichloromethane). Product: N1C(=CC=2C=NC=CC21)C=O (1H-pyrrolo[3,2-c]pyridine-2-carboxaldehyde). Isolated yield 75.5%. RXN SMILES: C(O)(C(F)(F)F)=O.CC(OC([N:15]1[C:23]2[CH:22]=[CH:21][N:20]=[CH:19][C:18]=2[CH:17]=[C:16]1[CH:24]=[O:25])=O)(C)C>ClCCl>[NH:15]1[C:23]2[CH:22]=[CH:21][N:20]=[CH:19][C:18]=2[CH:17]=[C:16]1[CH:24]=[O:25]. Procedure: Add to a solution of 2-(diethoxymethyl)-1H-pyrrolo[3,2-c]pyridine-1-carboxylic acid 1,1-dimethylethyl ester (8b-1, 9.8 g, 30.6 mmol) in 100 ml THF, 6 ml of concentrated HCl. Stir the reaction mixture at room temperature for 20 h, basify with saturated sodium bicarbonate solution, pour into EtOAc, wash with saturated sodium bicarbonate and brine, dry the organic phase over MgSO4, filter, and concentrate to give a mixture of 2-formyl-1H-pyrrolo[3,2-c]pyridine-1-carboxylic acid 1,1-dimethylethyl es... The reactants are NC(=O)Cc1ccc(OCCN(Cc2ccccc2)CC(O)c2ccccc2)cc1, CO, CC(C)O, CC(=O)O, CCOC(C)=O, Cl. The product is Cl, NC(=O)Cc1ccc(OCCNCC(O)c2ccccc2)cc1. As a reaction SMILES: [CH2:1]([c:2]1[cH:3][cH:4][cH:5][cH:6][cH:7]1)[N:8]([CH2:9][CH:10]([c:11]1[cH:12][cH:13][cH:14][cH:15][cH:16]1)[OH:17])[CH2:18][CH2:19][O:20][c:21]1[cH:22][cH:23][c:24]([CH2:27][C:28](=[O:29])[NH2:30])[cH:25][cH:26]1.[CH3:32][OH:33].[CH3:34][CH:35]([OH:36])[CH3:37].[CH3:38][C:39](=[O:40])[OH:41].[CH3:42][CH2:43][O:44][C:45](=[O:46])[CH3:47].[ClH:31]>>[ClH:31].[NH:8]([CH2:9][CH:10]([c:11]1[cH:12][cH:13][cH:14][cH:15][cH:16]1)[OH:17])[CH2:18][CH2:19][O:20][c:21]1[cH:22][cH:23][c:24]([CH2:27][C:28](=[O:29])[NH2:30])[cH:25][cH:26]1. Reactants: [Br-], CC(=O)Nc1ccc(Br)c2c1C(=O)c1ccccc1C2=O, CCCC[N+](CCCC)(CCCC)CCCC, COS(=O)(=O)OC, CC(=O)O, Clc1ccccc1, [K+], [OH-], O. Yields the product CC(=O)N(C)c1ccc(Br)c2c1C(=O)c1ccccc1C2=O. As a reaction SMILES: [Br-:31].[Br:1][c:2]1[cH:3][cH:4][c:5]([NH:18][C:19]([CH3:20])=[O:21])[c:6]2[c:15]1[C:14](=[O:16])[c:13]1[c:8]([cH:9][cH:10][cH:11][cH:12]1)[C:7]2=[O:17].[CH2:32]([N+:33]([CH2:34][CH2:35][CH2:36][CH3:37])([CH2:38][CH2:39][CH2:40][CH3:41])[CH2:42][CH2:43][CH2:44][CH3:45])[CH2:46][CH2:47][CH3:48].[CH3:24][O:25][S:26](=[O:27])(=[O:28])[O:29][CH3:30].[CH3:56][C:57](=[O:58])[OH:59].[Cl:49][c:50]1[cH:51][cH:52][cH:53][cH:54][cH:55]1.[K+:23].[OH-:22].[OH2:60]>>[Br:1][c:2]1[cH:3][cH:4][c:5]([N:18]([C:19]([CH3:20])=[O:21])[CH3:24])[c:6]2[c:15]1[C:14](=[O:16])[c:13]1[c:8]([cH:9][cH:10][cH:11][cH:12]1)[C:7]2=[O:17].